Task: describe an organic reaction: reactants, conditions, products, and yield. Dataset: the Open Reaction Database (ORD), a public repository of structured organic reaction records The reactants are C1(=CC=CC=C1)N1CCN(CC1)C(=O)OCCN1CCN(CC1)C(=O)OC(C)(C)C (2-(4-(tert-Butoxycarbonyl)-piperazin-1-yl)ethyl 4-phenylpiperazine-1-carboxylate), CCOCC (Et2O), C(Cl)Cl (DCM). Run in Cl (HCl). Run at time 8 hour. Yields the product Cl.Cl.Cl.C1(=CC=CC=C1)N1CCN(CC1)C(=O)OCCN1CCNCC1 (2-(piperazin-1-yl)ethyl 4-phenylpiperazine-1-carboxylate trihydrochloride). Isolated yield 98.0%. Reaction SMILES: [C:1]1([N:7]2[CH2:12][CH2:11][N:10]([C:13]([O:15][CH2:16][CH2:17][N:18]3[CH2:23][CH2:22][N:21](C(OC(C)(C)C)=O)[CH2:20][CH2:19]3)=[O:14])[CH2:9][CH2:8]2)[CH:6]=[CH:5][CH:4]=[CH:3][CH:2]=1.CCOCC.C(Cl)[Cl:37]>Cl>[ClH:37].[ClH:37].[ClH:37].[C:1]1([N:7]2[CH2:12][CH2:11][N:10]([C:13]([O:15][CH2:16][CH2:17][N:18]3[CH2:23][CH2:22][NH:21][CH2:20][CH2:19]3)=[O:14])[CH2:9][CH2:8]2)[CH:2]=[CH:3][CH:4]=[CH:5][CH:6]=1 |f:4.5.6.7|. Reported procedure: 2-(4-(tert-Butoxycarbonyl)piperazin-1-yl)ethyl 4-nitrophenyl carbonate (7.01 g, 17.7 mmol) was dissolved in DMF (150 mL). Phenylpiperazine (2.8 mL, 18.3 mmol) and NEt3 (3.0 mL, 21.5 mmol) were added and the reaction mixture was stirred at room temperature for 18 hours. The reaction mixture was concentrated in vacuo, dissolved in EtOAc (250 mL), washed with 1M aq Na2CO3 solution (5×250 mL), dried (MgSO4) and concentrated in vacuo. The residue was purified by reverse phase chromatography (gradient... Reaction SMILES: [Br:33][N:34]1[C:35](=[O:36])[CH2:37][CH2:38][C:39]1=[O:40].[C:41]([Cl:42])([Cl:43])([Cl:44])[Cl:45].[Cl:47][CH2:48][Cl:49].[F:1][C:2]([C:3](=[O:4])[NH:5][c:6]1[cH:7][c:8]([F:30])[c:9]([CH2:12][c:13]2[c:14]3[c:15]([n:16][cH:17][cH:18]2)[n:19]([CH2:22][O:23][CH2:24][CH2:25][Si:26]([CH3:27])([CH3:28])[CH3:29])[cH:20][cH:21]3)[cH:10][cH:11]1)([F:31])[F:32].[OH2:46]>>[F:1][C:2]([C:3](=[O:4])[NH:5][c:6]1[cH:7][c:8]([F:30])[c:9]([CH2:12][c:13]2[c:14]3[c:15]([n:16][cH:17][cH:18]2)[n:19]([CH2:22][O:23][CH2:24][CH2:25][Si:26]([CH3:27])([CH3:28])[CH3:29])[cH:20][c:21]3[Br:33])[cH:10][cH:11]1)([F:31])[F:32]. Reactants: O=C1CCC(=O)N1Br, ClC(Cl)(Cl)Cl, ClCCl, C[Si](C)(C)CCOCn1ccc2c(Cc3ccc(NC(=O)C(F)(F)F)cc3F)ccnc21, O. Product: C[Si](C)(C)CCOCn1cc(Br)c2c(Cc3ccc(NC(=O)C(F)(F)F)cc3F)ccnc21. Reactants: C(C=CC)OC(C(=C)C)C1=CC=C(C=C1)C (1-[1-(2-butenyloxy)-2-methyl-2-propenyl]-4-methylbenzene), RuCl2(PPh3)3, C=1(C)C(C)=CC(C)=CC1 (pseudo-cumene). Run at time 5 hour. Yields the product C(C)C(C=O)CC(=CC1=CC=C(C=C1)C)C (2-Ethyl-4-methyl-5-(4-methylphenyl)-4-pentenal). Yield: 36.0%. RXN SMILES: C([O:5][CH:6]([C:10]1[CH:15]=[CH:14][C:13](C)=[CH:12][CH:11]=1)C(C)=C)C=CC.[C:17]1([C:19](=[CH:21][C:22](=[CH:24][CH:25]=1)[CH3:23])C)[CH3:18]>>[CH2:15]([CH:10]([CH2:11][C:12]([CH3:13])=[CH:18][C:17]1[CH:25]=[CH:24][C:22]([CH3:23])=[CH:21][CH:19]=1)[CH:6]=[O:5])[CH3:14]. Procedure: The 1-[1-(2-butenyloxy)-2-methyl-2-propenyl]-4-methylbenzene (50.12 g, 0.232 mol), [RuCl2(PPh3)3] (400 mg), BHT (50 mg) and pseudo-cumene (60 ml) were heated together in an autoclave placed in an oil bath at 180° C. for 5 hours. After cooling to room temperature, the pseudo-cumene was distilled off (40° C./5 mbar) and the residue chromatographed on silica gel (eluent: heptanes/ethyl acetate 50:1 to 25:1), then distilled under vacuum through a 20-cm Widmer column. 18.1 g of the desired product we... Starting materials: CC1=CC(=C(C(N1CC(=O)OC)=O)[N+](=O)[O-])SC1=CC=CC=C1 (methyl 6-methyl-3-nitro-2-oxo-4-(phenylthio)-1,2-dihydropyridine-1-acetate), Cl (hydrochloric acid). Reagents/catalysts: [Zn] (zinc). The solvent is CO.O (methanol water). Yields the product NC=1C(N(C(=CC1SC1=CC=CC=C1)C)CC(=O)OC)=O (Methyl 3-amino-6-methyl-2-oxo-4-(phenylthio)-1,2-dihydropyridine-1-acetate). Isolated yield 46.9%. As a reaction SMILES: [CH3:1][C:2]1[N:7]([CH2:8][C:9]([O:11][CH3:12])=[O:10])[C:6](=[O:13])[C:5]([N+:14]([O-])=O)=[C:4]([S:17][C:18]2[CH:23]=[CH:22][CH:21]=[CH:20][CH:19]=2)[CH:3]=1.Cl>CO.O.[Zn]>[NH2:14][C:5]1[C:6](=[O:13])[N:7]([CH2:8][C:9]([O:11][CH3:12])=[O:10])[C:2]([CH3:1])=[CH:3][C:4]=1[S:17][C:18]1[CH:23]=[CH:22][CH:21]=[CH:20][CH:19]=1 |f:2.3|. Reported procedure: 4.67 g (14 mmol) of methyl 6-methyl-3-nitro-2-oxo-4-(phenylthio)-1,2-dihydropyridine-1-acetate are suspended in 200 ml of a methanol:water (1:1) mixture, 5 ml of a 2 N aqueous hydrochloric acid solution and 5 g (76.4 mmol) of zinc are added successively and the mixture is heated at the reflux temperature for 3 hours. The reaction medium is allowed to cool, filtered and the solvent is evaporated. The medium is neutralized with 200 ml of sodium hydrogen carbonate and extracted with twice 100 ml of... The reactants are CCCC(=O)Cl, C1CCOC1, CCOC(C)=O, [Cl-], NC(=O)c1cc(Cl)ccc1N, [Na+], [OH-]. The product is CCCC(=O)Nc1ccc(Cl)cc1C(N)=O. RXN SMILES: [C:14]([CH2:15][CH2:16][CH3:17])(=[O:18])[Cl:19].[CH2:27]1[O:28][CH2:29][CH2:30][CH2:31]1.[CH3:21][CH2:22][O:23][C:24](=[O:25])[CH3:26].[Cl-:20].[NH2:1][c:2]1[c:3]([C:4](=[O:5])[NH2:6])[cH:7][c:8]([Cl:11])[cH:9][cH:10]1.[Na+:13].[OH-:12]>>[NH:1]([c:2]1[c:3]([C:4](=[O:5])[NH2:6])[cH:7][c:8]([Cl:11])[cH:9][cH:10]1)[C:14]([CH2:15][CH2:16][CH3:17])=[O:18]. Reactants: C1=C2C(=CC(=C1O[C@H]3[C@@H]([C@H]([C@@H]([C@H](O3)CO)O)O)O)O)OC(=O)C=C2 (Esculin), C(C1=CC=CC=C1)Cl (benzyl chloride), C([O-])([O-])=O.[K+].[K+] (potassium carbonate), C1COCCOCCOCCOCCOCCO1 (18-crown-6-ether), [I-].[K+] (potassium iodide). Run in CN(C=O)C (dimethylformamide). Run at temperature 60 celsius, time 8 hour. Yields the product C(C1=CC=CC=C1)OC1=C(C=C2C=CC(OC2=C1)=O)OC1[C@H](O)[C@@H](O)[C@H](O)[C@H](O1)CO (7-benzyloxy-6-D-glucopyranosyloxycoumarin). Isolated yield 86.4%. Reaction SMILES: [CH:1]1[C:6]([O:7][C@@H:8]2[O:13][C@H:12]([CH2:14][OH:15])[C@@H:11]([OH:16])[C@H:10]([OH:17])[C@H:9]2[OH:18])=[C:5]([OH:19])[CH:4]=[C:3]2[O:20][C:21]([CH:23]=[CH:24][C:2]=12)=[O:22].[CH2:25](Cl)[C:26]1[CH:31]=[CH:30][CH:29]=[CH:28][CH:27]=1.C(=O)([O-])[O-].[K+].[K+].C1OCCOCCOCCOCCOCCOC1.[I-].[K+]>CN(C)C=O>[CH2:25]([O:19][C:5]1[CH:4]=[C:3]2[C:2]([CH:24]=[CH:23][C:21](=[O:22])[O:20]2)=[CH:1][C:6]=1[O:7][CH:8]1[O:13][C@H:12]([CH2:14][OH:15])[C@@H:11]([OH:16])[C@H:10]([OH:17])[C@H:9]1[OH:18])[C:26]1[CH:31]=[CH:30][CH:29]=[CH:28][CH:27]=1 |f:2.3.4,6.7|. Procedure: Esculin (1.0 g), benzyl chloride (1.0 g), potassium carbonate (0.7 g), catalytic amounts of 18-crown-6-ether and potassium iodide, and dimethylformamide (40 ml) were placed in an eggplant-shaped flask (100 ml). The mixture was reacted while stirred at 60° C. for 8 hours. The reaction mixture was concentrated under reduced pressure and the residue was poured into ice water. The precipitated crystals were filtered out and recrystallized from methanol to obtain 7-benzyloxy-6-D-glucopyranosyloxycoum... Starting materials: C(C)C1=C(OCC(=O)OCC)C=CC(=C1)C=O (ethyl (2-ethyl-4-formylphenoxy)acetate), C(CCC)N (butylamine), 4A. Run in C(C)O (ethanol). Reaction conditions: time 30 minute. The product is C(CCC)NCC1=CC(=C(OCC(=O)OCC)C=C1)CC (Ethyl {4-[(butylamino)methyl]-2-ethylphenoxy}acetate). Isolated yield 56.4%. Reaction SMILES: [CH2:1]([C:3]1[CH:15]=[C:14]([CH:16]=O)[CH:13]=[CH:12][C:4]=1[O:5][CH2:6][C:7]([O:9][CH2:10][CH3:11])=[O:8])[CH3:2].[CH2:18]([NH2:22])[CH2:19][CH2:20][CH3:21]>C(O)C>[CH2:18]([NH:22][CH2:16][C:14]1[CH:13]=[CH:12][C:4]([O:5][CH2:6][C:7]([O:9][CH2:10][CH3:11])=[O:8])=[C:3]([CH2:1][CH3:2])[CH:15]=1)[CH2:19][CH2:20][CH3:21]. Procedure details: To a solution of ethyl (2-ethyl-4-formylphenoxy)acetate (0.52 g, 2.2 mmol) in anhydrous ethanol (10 mL) was added butylamine (0.26 mL, 2.6 mmol). The resulting solution was stirred at room temperature under N2 for 18 h over 4A molecular sieves. The reaction was quenched by cautious addition of sat. NaHCO3 aq. (30 mL) and the mixture stirred for 30 mins. The mixture was then extracted EtOAc (2×100 mL). The combined organic extracts were dried (MgSO4), filtered and concentrated in vacuo. Purificat...